From a dataset of the Open Reaction Database (ORD), a public repository of structured organic reaction records. describe an organic reaction: reactants, conditions, products, and yield The reactants are OC1(CC2=NN=C(N2C)S)C(C=CC=C1)C(F)(F)F (3-(1-hydroxy-2'-trifluoromethylbenzyl)-4-methyl-5-mercapto-1,2,4-triazole), N1C=NC=C1 (imidazole). Yields the product OC1(CC2=NN=CN2C)C(C=CC=C1)C(F)(F)F (3-(1-hydroxy-2'-trifluoromethylbenzyl)-4-methyl-1,2,4-triazole). RXN SMILES: [OH:1][C:2]1([CH:15]=[CH:14][CH:13]=[CH:12][CH:11]1[C:16]([F:19])([F:18])[F:17])[CH2:3][C:4]1[N:8]([CH3:9])[C:7](S)=[N:6][N:5]=1.N1C=CN=C1>>[OH:1][C:2]1([CH:15]=[CH:14][CH:13]=[CH:12][CH:11]1[C:16]([F:19])([F:18])[F:17])[CH2:3][C:4]1[N:8]([CH3:9])[CH:7]=[N:6][N:5]=1. Procedure details: The triazole produced in Example 19 was desulfurized in a manner analogous to that described in Example 18 with respect to an imidazole compound, to produce 3-(1-hydroxy-2'-trifluoromethylbenzyl)-4-methyl-1,2,4-triazole. Starting materials: CCCCc1nc(C)[nH]c(=O)c1Cc1ccc(-c2ccccc2C#N)cc1, CCOC(C)=O, CN(C)C=O, [H-], CC(C)I, [Na+], O. Product: CCCCc1nc(C)n(C(C)C)c(=O)c1Cc1ccc(-c2ccccc2C#N)cc1. As a reaction SMILES: [CH2:1]([CH2:2][CH2:3][CH3:4])[c:5]1[n:6][c:7]([CH3:27])[nH:8][c:9](=[O:26])[c:10]1[CH2:11][c:12]1[cH:13][cH:14][c:15](-[c:18]2[c:19]([C:24]#[N:25])[cH:20][cH:21][cH:22][cH:23]2)[cH:16][cH:17]1.[CH3:34][CH2:35][O:36][C:37](=[O:38])[CH3:39].[CH3:40][N:41]([CH3:42])[CH:43]=[O:44].[H-:32].[I:28][CH:29]([CH3:30])[CH3:31].[Na+:33].[OH2:45]>>[CH2:1]([CH2:2][CH2:3][CH3:4])[c:5]1[n:6][c:7]([CH3:27])[n:8]([CH:29]([CH3:30])[CH3:31])[c:9](=[O:26])[c:10]1[CH2:11][c:12]1[cH:13][cH:14][c:15](-[c:18]2[c:19]([C:24]#[N:25])[cH:20][cH:21][cH:22][cH:23]2)[cH:16][cH:17]1. The reactants are N1=C(C=CC=C1)C(=O)NN (2-pyridinecarboxylic acid hydrazide), C(C1=CC=CC=C1)N=C=S (benzyl isothiocyanate), C(C1=CC=CC=C1)Br (benzyl bromide). The product is C(C1=CC=CC=C1)N1C(=NN=C1SCC1=CC=CC=C1)C1=NC=CC=C1 (2-[4-benzyl-5-(benzylthio)-4H-1,2,4-triazol-3-yl]pyridine). As a reaction SMILES: [N:1]1[CH:6]=[CH:5][CH:4]=[CH:3][C:2]=1[C:7]([NH:9][NH2:10])=O.[CH2:11]([N:18]=[C:19]=[S:20])[C:12]1[CH:17]=[CH:16][CH:15]=[CH:14][CH:13]=1.[CH2:21](Br)[C:22]1[CH:27]=[CH:26][CH:25]=[CH:24][CH:23]=1>>[CH2:11]([N:18]1[C:19]([S:20][CH2:21][C:22]2[CH:27]=[CH:26][CH:25]=[CH:24][CH:23]=2)=[N:10][N:9]=[C:7]1[C:2]1[CH:3]=[CH:4][CH:5]=[CH:6][N:1]=1)[C:12]1[CH:17]=[CH:16][CH:15]=[CH:14][CH:13]=1. Procedure: This compound was synthesized using the same methodology as described in Example 1 above, using 2-pyridinecarboxylic acid hydrazide, benzyl isothiocyanate and benzyl bromide as the starting materials. (M+H)+−359. Reactants: FC1=CC2=C(C(=NO2)C2CCNCC2)C=C1 (6-fluoro-3-(4-piperidinyl)-1,2-benzisoxazole), Cl.CN(CCCCl)C (3-dimethylaminopropyl chloride hydrochloride), K2O3, crude product, C(\C=C\C(=O)O)(=O)O (fumaric acid). The reagents and catalysts are S(=O)(=O)(O)[O-].C(CCC)[N+](CCCC)(CCCC)CCCC (tetrabutylammonium hydrogen sulfate). Solvent: C(C)#N (acetonitrile), O (water), C(C)O (ethanol). Conditions: temperature 60 celsius. Yields the product C(\C=C\C(=O)O)(=O)O.C(\C=C\C(=O)O)(=O)O.CN(CCCN1CCC(CC1)C1=NOC2=C1C=CC(=C2)F)C (1-(3-Dimethylaminopropyl)-4-(6-fluoro-1,2-benzisoxazol-3-yl)piperidine difumarate). Yield: 56.9%. As a reaction SMILES: [F:1][C:2]1[CH:16]=[CH:15][C:5]2[C:6]([CH:9]3[CH2:14][CH2:13][NH:12][CH2:11][CH2:10]3)=[N:7][O:8][C:4]=2[CH:3]=1.Cl.[CH3:18][N:19]([CH3:24])[CH2:20][CH2:21][CH2:22]Cl.[C:25]([OH:32])(=[O:31])/[CH:26]=[CH:27]/[C:28]([OH:30])=[O:29]>S([O-])(O)(=O)=O.C([N+](CCCC)(CCCC)CCCC)CCC.C(#N)C.O.C(O)C>[C:25]([OH:32])(=[O:31])/[CH:26]=[CH:27]/[C:28]([OH:30])=[O:29].[C:25]([OH:32])(=[O:31])/[CH:26]=[CH:27]/[C:28]([OH:30])=[O:29].[CH3:18][N:19]([CH3:24])[CH2:20][CH2:21][CH2:22][N:12]1[CH2:11][CH2:10][CH:9]([C:6]2[C:5]3[CH:15]=[CH:16][C:2]([F:1])=[CH:3][C:4]=3[O:8][N:7]=2)[CH2:14][CH2:13]1 |f:1.2,4.5,9.10.11|. Reported procedure: A mixture of 6-fluoro-3-(4-piperidinyl)-1,2-benzisoxazole (3.05 g, 13.8 mmol), 3-dimethylaminopropyl chloride hydrochloride (3.4 g, 21 mmol), K2O3 (6.2 g, 45 mmol), tetrabutylammonium hydrogen sulfate (phase transfer catalyst, 1.5 g) in acetonitrile (100 ml) and water (50 ml) was heated at 60° C. overnight. The aqueous phase was separated, and acetonitrile was removed at reduced pressure. The residue was extracted into DCM. The organic solution was washed with H2O and brine, then dried with MgSO...